Dataset: the Open Reaction Database (ORD), a public repository of structured organic reaction records. Task: describe an organic reaction: reactants, conditions, products, and yield Starting materials: CS(=O)(=O)N1CCCn2c(nc3cnc4ccccc4c32)C1, ClC(Cl)Cl, [NH4+], [OH-], O=C(OO)c1cccc(Cl)c1, Cc1ccc(S(=O)(=O)Cl)cc1. Product: CS(=O)(=O)N1CCCn2c(nc3c[n+]([O-])c4ccccc4c32)C1. RXN SMILES: [CH3:12][S:13](=[O:14])(=[O:15])[N:16]1[CH2:17][c:18]2[n:19]([c:20]3[c:21]([cH:22][n:23][c:24]4[cH:25][cH:26][cH:27][cH:28][c:29]34)[n:30]2)[CH2:31][CH2:32][CH2:33]1.[CH:47]([Cl:48])([Cl:49])[Cl:50].[NH4+:34].[OH-:35].[OH:1][O:2][C:3]([c:4]1[cH:5][c:6]([Cl:7])[cH:8][cH:9][cH:10]1)=[O:11].[c:36]1([CH3:37])[cH:38][cH:39][c:40]([S:41]([Cl:42])(=[O:43])=[O:44])[cH:45][cH:46]1>>[O-:1][n+:23]1[cH:22][c:21]2[c:20]([n:19]3[c:18]([n:30]2)[CH2:17][N:16]([S:13]([CH3:12])(=[O:14])=[O:15])[CH2:33][CH2:32][CH2:31]3)[c:29]2[c:24]1[cH:25][cH:26][cH:27][cH:28]2. Starting materials: BrC=1C=CC(=C(C(=O)OC)C1)NS(=O)(=O)C1=CC=C(C=C1)OC(F)(F)F (Methyl 5-bromo-2-(4-trifluoromethoxy-benzenesulfonylamino)benzoate), [OH-].[Na+] (sodium hydroxide). The solvent is O1CCCC1 (tetrahydrofuran), O (water). The product is BrC=1C=CC(=C(C(=O)O)C1)NS(=O)(=O)C1=CC=C(C=C1)OC(F)(F)F (5-Bromo-2-(4-trifluoromethoxy-benzenesulfonylamino)-benzoic acid). The yield is 83.0%. Reaction SMILES: [Br:1][C:2]1[CH:3]=[CH:4][C:5]([NH:12][S:13]([C:16]2[CH:21]=[CH:20][C:19]([O:22][C:23]([F:26])([F:25])[F:24])=[CH:18][CH:17]=2)(=[O:15])=[O:14])=[C:6]([CH:11]=1)[C:7]([O:9]C)=[O:8].[OH-].[Na+]>O1CCCC1.O>[Br:1][C:2]1[CH:3]=[CH:4][C:5]([NH:12][S:13]([C:16]2[CH:17]=[CH:18][C:19]([O:22][C:23]([F:26])([F:24])[F:25])=[CH:20][CH:21]=2)(=[O:15])=[O:14])=[C:6]([CH:11]=1)[C:7]([OH:9])=[O:8] |f:1.2|. Procedure: Methyl 5-bromo-2-(4-trifluoromethoxy-benzenesulfonylamino)benzoate (0.854 g, 0.019 mmol) was dissolved in a mixture of tetrahydrofuran (20 mL)/water (10 mL). A solution of sodium hydroxide (50%, 5 mL) was added and the mixture was heated to reflux for 2–3 hours. The tetrahydrofuran was removed by rotary evaporation and the mixture was acidified with aqueous HCl (2 M). The mixture was extracted with ethyl acetate (20 mL). The organic solvent was removed to dryness. The residue was dried azeotropi... Reactants: O (water), C(C#CC)OC1=CC(=NC=N1)C(C1=CC=CC=C1)(C)O (6-(2-butynyloxy)-4-(α-hydroxy-α-methylbenzyl)pyrimidine), FC1(N(CCN1C)C)F (2,2-difluoro-1,3-dimethylimidazolidine). Solvent: C(C)#N (acetonitrile), C(C)#N (acetonitrile). Conditions: time 6 hour. Yields the product N1=CN=CC=C1 (pyrimidine), compound ( 154 ), C(C#CC)OC1=NC=NC(=C1)C(=C)C1=CC=CC=C1 (4-(2-butynyloxy)-6-(1-phenylvinyl)pyrimidine). Yield: 58.5%. Reaction SMILES: [CH2:1]([O:5][C:6]1[N:11]=[CH:10][N:9]=[C:8]([C:12](O)([CH3:19])[C:13]2[CH:18]=[CH:17][CH:16]=[CH:15][CH:14]=2)[CH:7]=1)[C:2]#[C:3][CH3:4].FC1(F)N(C)CCN1C.O>C(#N)C>[N:9]1[CH:8]=[CH:7][CH:6]=[N:11][CH:10]=1.[CH2:1]([O:5][C:6]1[CH:7]=[C:8]([C:12]([C:13]2[CH:14]=[CH:15][CH:16]=[CH:17][CH:18]=2)=[CH2:19])[N:9]=[CH:10][N:11]=1)[C:2]#[C:3][CH3:4]. Reported procedure: To a solution of 0.33 g of 6-(2-butynyloxy)-4-(α-hydroxy-α-methylbenzyl)pyrimidine in 4 ml of acetonitrile was added dropwise a solution of 0.2 g of 2,2-difluoro-1,3-dimethylimidazolidine in 2 ml of acetonitrile, followed by stirring at room temperature for 6 hours. The reaction mixture was then poured into water and extracted three times with ethyl acetate. The organic layers were combined and washed with a saturated aqueous sodium chloride solution, and the combined organic layer was dried ove... Starting materials: C([O-])([O-])=O.[Na+].[Na+] (sodium carbonate), BrC1=CN=C2N1N=C(C=C2)NC2=CC(=C(C=C2)OC)OC (3-bromo-N-(3,4-dimethoxyphenyl)imidazo[1,2-b]pyridazin-6-amine), FC1=CC2=C(SC(=C2)B2OC(C(O2)(C)C)(C)C)C=C1 (2-(5-fluorobenzo[b]thiophen-2-yl)-4,4,5,5-tetramethyl-1,3,2-dioxaborolane). The reagents and catalysts are C1=CC=C(C=C1)P(C2=CC=CC=C2)C3=CC=CC=C3.C1=CC=C(C=C1)P(C2=CC=CC=C2)C3=CC=CC=C3.Cl[Pd]Cl (bis(triphenylphosphine)palladium(II)dichloride). Run in C(C)#N (acetonitrile). Product: FC1=CC2=C(SC(=C2)C2=CN=C3N2N=C(C=C3)NC3=CC(=C(C=C3)OC)OC)C=C1 (3-(5-fluorobenzo[b]thiophen-2-yl)-N-(3,4-dimethoxyphenyl)imidazo[1,2-b]pyridazin-6-amine). The yield is 70.4%. As a reaction SMILES: Br[C:2]1[N:6]2[N:7]=[C:8]([NH:11][C:12]3[CH:17]=[CH:16][C:15]([O:18][CH3:19])=[C:14]([O:20][CH3:21])[CH:13]=3)[CH:9]=[CH:10][C:5]2=[N:4][CH:3]=1.[F:22][C:23]1[CH:40]=[CH:39][C:26]2[S:27][C:28](B3OC(C)(C)C(C)(C)O3)=[CH:29][C:25]=2[CH:24]=1.C(=O)([O-])[O-].[Na+].[Na+]>C(#N)C.C1C=CC(P(C2C=CC=CC=2)C2C=CC=CC=2)=CC=1.C1C=CC(P(C2C=CC=CC=2)C2C=CC=CC=2)=CC=1.Cl[Pd]Cl>[F:22][C:23]1[CH:40]=[CH:39][C:26]2[S:27][C:28]([C:2]3[N:6]4[N:7]=[C:8]([NH:11][C:12]5[CH:17]=[CH:16][C:15]([O:18][CH3:19])=[C:14]([O:20][CH3:21])[CH:13]=5)[CH:9]=[CH:10][C:5]4=[N:4][CH:3]=3)=[CH:29][C:25]=2[CH:24]=1 |f:2.3.4,6.7.8|. Procedure: To a solution of 3-bromo-N-(3,4-dimethoxyphenyl)imidazo[1,2-b]pyridazin-6-amine (118 mg, 0.338 mmol, 1.0 equiv) in acetonitrile (3.38 mL) was added 2-(5-fluorobenzo[b]thiophen-2-yl)-4,4,5,5-tetramethyl-1,3,2-dioxaborolane (122 mg, 0.439 mmol, 1.3 equiv), bis(triphenylphosphine)palladium(II)dichloride (24 mg, 0.0338 mmol, 0.1 equiv), then sodium carbonate (3.38 mL, 1.0 M aqueous solution, 10 equiv). The reaction mixture was irradiated in the microwave at 150° C. for 10 min. Purification by column... The reactants are C(C1=CC=CC=C1)Br (benzyl bromide), C([C@@H](O)C1=CC=CC=C1)(=O)OC (Methyl (S)-(+)-mandelate), C(=O)=O (carbon dioxide), C([O-])([O-])=O.[Cs+].[Cs+] (cesium carbonate). The solvent is CN(C=O)C (N,N-dimethylforamide). The product is C(C1=CC=CC=C1)OC(O)=O.C(C(O)C1=CC=CC=C1)(=O)OC (methyl mandelate benzyl carbonate). Yield: 122.5%. As a reaction SMILES: [C:1]([O:11][CH3:12])(=[O:10])[C@H:2]([C:4]1[CH:9]=[CH:8][CH:7]=[CH:6][CH:5]=1)[OH:3].[C:13](=O)([O-:15])[O-:14].[Cs+].[Cs+].C(=O)=O.C(Br)C1C=CC=CC=1>CN(C)C=O>[CH2:2]([O:3][C:13](=[O:14])[OH:15])[C:4]1[CH:5]=[CH:6][CH:7]=[CH:8][CH:9]=1.[C:1]([O:11][CH3:12])(=[O:10])[CH:2]([C:4]1[CH:9]=[CH:8][CH:7]=[CH:6][CH:5]=1)[OH:3] |f:1.2.3,7.8|. Reported procedure: Methyl (S)-(+)-mandelate (332 mg, 2 mmol) is dissolved in anhydrous N,N-dimethylforamide (8 mL), and powdered cesium carbonate (1.95 g, 6 mmol, 3 eq) is added. The suspension is then stirred at room temperature while passing carbon dioxide gas for 1 hour before benzyl bromide (0.71 mL, 6 mmol, 3 eq) is added to the solution. Carbon dioxide gas is continuously bubbled through the solution for another 2˜3 hours until the starting material is consumed. The reaction is quenched with water (20 mL) an...